This data is from the Open Reaction Database (ORD), a public repository of structured organic reaction records. The task is: describe an organic reaction: reactants, conditions, products, and yield Starting materials: CCOC(C)=O, O=C(Cl)c1ccc(C(F)(F)F)cc1, Nc1ccccc1C(=O)NCCc1ncc[nH]1. The product is O=C(Nc1ccccc1C(=O)NCCc1ncc[nH]1)c1ccc(C(F)(F)F)cc1. As a reaction SMILES: [CH3:31][CH2:32][O:33][C:34](=[O:35])[CH3:36].[F:18][C:19]([c:20]1[cH:21][cH:22][c:23]([C:24](=[O:25])[Cl:26])[cH:27][cH:28]1)([F:29])[F:30].[NH2:1][c:2]1[c:3]([C:4](=[O:5])[NH:6][CH2:7][CH2:8][c:9]2[nH:10][cH:11][cH:12][n:13]2)[cH:14][cH:15][cH:16][cH:17]1>>[NH:1]([c:2]1[c:3]([C:4](=[O:5])[NH:6][CH2:7][CH2:8][c:9]2[n:10][cH:11][cH:12][nH:13]2)[cH:14][cH:15][cH:16][cH:17]1)[C:24]([c:23]1[cH:22][cH:21][c:20]([C:19]([F:18])([F:29])[F:30])[cH:28][cH:27]1)=[O:25]. The reactants are COC1=C(C(C1=O)=O)OC (Dimethoxycyclobutenedione), ClC1=CC(=C(N)C=C1)F (4-chloro-2-fluoroaniline), Cl.ClC1=CC=C(CN2C(=NN=C2[C@@H]2NCCC2)C)C=C1 ((R)-4-(4-chlorobenzyl)-3-methyl-5-(pyrrolidin-2-yl)-4H-1,2,4-triazole hydrochloride). The solvent is CCN(C(C)C)C(C)C (DIEA), CO (methanol). Run at temperature 75 celsius, time 8 hour. Yields the product ClC1=CC=C(CN2C(=NN=C2C)[C@@H]2N(CCC2)C=2C(C(C2NC2=C(C=C(C=C2)Cl)F)=O)=O)C=C1 ((R)-3-(2-(4-(4-chlorobenzyl)-5-methyl-4H-1,2,4-triazol-3-yl)pyrrolidin-1-yl)-4-(4-chloro-2-fluorophenylamino)cyclobut-3-ene-1,2-dione). As a reaction SMILES: CO[C:3]1[C:6](=O)[C:5](=[O:8])[C:4]=1[O:9]C.[Cl:11][C:12]1[CH:18]=[CH:17][C:15]([NH2:16])=[C:14]([F:19])[CH:13]=1.Cl.[Cl:21][C:22]1[CH:39]=[CH:38][C:25]([CH2:26][N:27]2[C:31]([C@H:32]3[CH2:36][CH2:35][CH2:34][NH:33]3)=[N:30][N:29]=[C:28]2[CH3:37])=[CH:24][CH:23]=1>CO.CCN(C(C)C)C(C)C>[Cl:21][C:22]1[CH:39]=[CH:38][C:25]([CH2:26][N:27]2[C:28]([CH3:37])=[N:29][N:30]=[C:31]2[C@H:32]2[CH2:36][CH2:35][CH2:34][N:33]2[C:3]2[C:4](=[O:9])[C:5](=[O:8])[C:6]=2[NH:16][C:15]2[CH:17]=[CH:18][C:12]([Cl:11])=[CH:13][C:14]=2[F:19])=[CH:24][CH:23]=1 |f:2.3|. Reported procedure: Dimethoxycyclobutenedione (28 mg) and the 4-chloro-2-fluoroaniline (30 mg) were dissolved in methanol (1 ml) and DIEA (0.035 ml). The reaction was stirred at 75° C. overnight. (R)-4-(4-chlorobenzyl)-3-methyl-5-(pyrrolidin-2-yl)-4H-1,2,4-triazole hydrochloride (58 mg) was added and stirring and heating was continued overnight. Flash chromatography purification (0-10% methanol/DCM) afforded the desired product as residue (11 mg, 11%). Starting materials: CCCCCCCCNc1ccc(C(=O)O)cc1, CN(C)P(=O)(N(C)C)N(C)C, OCC(O)CCl, [H-], [Na+]. Yields the product CCCCCCCCNc1ccc(C(=O)OCC(O)CO)cc1. Reaction SMILES: [CH2:1]([CH2:2][CH2:3][CH2:4][CH2:5][CH2:6][CH2:7][CH3:8])[NH:9][c:10]1[cH:11][cH:12][c:13]([C:14](=[O:15])[OH:16])[cH:17][cH:18]1.[CH3:27][N:28]([P:29]([N:30]([CH3:31])[CH3:32])([N:33]([CH3:34])[CH3:35])=[O:36])[CH3:37].[Cl:21][CH2:22][CH:23]([CH2:24][OH:25])[OH:26].[H-:19].[Na+:20]>>[CH2:1]([CH2:2][CH2:3][CH2:4][CH2:5][CH2:6][CH2:7][CH3:8])[NH:9][c:10]1[cH:11][cH:12][c:13]([C:14](=[O:15])[O:16][CH2:22][CH:23]([CH2:24][OH:25])[OH:26])[cH:17][cH:18]1. Reactants: O1CC(C1)=O (oxetan-3-one), [Li]CCCC (BuLi), CS(=O)(=O)C1=CC=CC=C1 (methylphenylsulfone), chlorodiethylphosphonate. Run in C1CCOC1 (THF), C1CCOC1 (THF). Conditions: temperature 0 celsius, time 30 minute. Yields the product C1(=CC=CC=C1)S(=O)(=O)C=C1COC1 (3-((phenylsulfonyl)methylene)oxetane). As a reaction SMILES: [Li]CCCC.[CH3:6][S:7]([C:10]1[CH:15]=[CH:14][CH:13]=[CH:12][CH:11]=1)(=[O:9])=[O:8].[O:16]1[CH2:19][C:18](=O)[CH2:17]1>C1COCC1>[C:10]1([S:7]([CH:6]=[C:18]2[CH2:19][O:16][CH2:17]2)(=[O:9])=[O:8])[CH:15]=[CH:14][CH:13]=[CH:12][CH:11]=1. Reported procedure: A solution of BuLi (2.5 M in hexanes, 22.5 mL, 56.3 mmol) was added over 10 min to a solution of methylphenylsulfone (4.00 g, 25.6 mmol) in THF (70 mL) at 0° C. The solution went from clear to light green to a heterogeneous yellow suspension. The mixture was stirred for 30 min at 0° C. and then chlorodiethylphosphonate (4.46 mL, 30.7 mmol) was added dropwise and the stirring was continued for 30 min, at which point the solution turned clear orange. The reaction mixture was then cooled to −78° C.... The reactants are CCc1sc(C(=O)CCc2cc(C)c(O)c(C)c2)cc1-c1ccc(C)cc1, CCO, OCC(O)CCl, [Na+], [OH-], O. Yields the product CCc1sc(C(=O)CCc2cc(C)c(OCC(O)CO)c(C)c2)cc1-c1ccc(C)cc1. As a reaction SMILES: [CH2:1]([CH3:2])[c:3]1[c:4](-[c:21]2[cH:22][cH:23][c:24]([CH3:27])[cH:25][cH:26]2)[cH:5][c:6]([C:8]([CH2:9][CH2:10][c:11]2[cH:12][c:13]([CH3:19])[c:14]([OH:18])[c:15]([CH3:17])[cH:16]2)=[O:20])[s:7]1.[CH3:34][CH2:35][OH:36].[Cl:28][CH2:29][CH:30]([CH2:31][OH:32])[OH:33].[Na+:38].[OH-:37].[OH2:39]>>[CH2:1]([CH3:2])[c:3]1[c:4](-[c:21]2[cH:22][cH:23][c:24]([CH3:27])[cH:25][cH:26]2)[cH:5][c:6]([C:8]([CH2:9][CH2:10][c:11]2[cH:12][c:13]([CH3:19])[c:14]([O:18][CH2:29][CH:30]([CH2:31][OH:32])[OH:33])[c:15]([CH3:17])[cH:16]2)=[O:20])[s:7]1. Starting materials: CCN, Cc1cccc(N2CCN(CCCc3ccc(C(=O)CCC(=O)O)cc3)CC2)c1. The product is CCN1C(=O)CCC1c1ccc(CCCN2CCN(c3cccc(C)c3)CC2)cc1. RXN SMILES: [CH3:30][CH2:31][NH2:32].[O:1]=[C:2]([CH2:3][CH2:4][C:5](=[O:6])[OH:7])[c:8]1[cH:9][cH:10][c:11]([CH2:14][CH2:15][CH2:16][N:17]2[CH2:18][CH2:19][N:20]([c:23]3[cH:24][c:25]([CH3:29])[cH:26][cH:27][cH:28]3)[CH2:21][CH2:22]2)[cH:12][cH:13]1>>[CH:2]1([c:8]2[cH:9][cH:10][c:11]([CH2:14][CH2:15][CH2:16][N:17]3[CH2:18][CH2:19][N:20]([c:23]4[cH:24][c:25]([CH3:29])[cH:26][cH:27][cH:28]4)[CH2:21][CH2:22]3)[cH:12][cH:13]2)[CH2:3][CH2:4][C:5](=[O:6])[N:32]1[CH2:31][CH3:30]. Solvent: C(Cl)Cl (methylene chloride). Conditions: time 1 hour. Reactants: C(C)(C)C1=C(CO)C(=CC=C1)C (2-isopropyl-6-methylbenzylalcohol), S(=O)(Cl)Cl (thionyl chloride). Procedure details: To a solution of 2-isopropyl-6-methylbenzylalcohol (1.7 g, 10.4 mmol) in methylene chloride (20 ml) was added thionyl chloride (1.7 g, 14 mmol) and the reaction was stirred for 1 h. at room temperature. The solvent was evaporated under reduced pressure and the residue was filrated through silica gel using methylenechloride as eluent. The solvent was evaporated under reduced pressure to give 1.83 g (96%) of the title compound as an oil. Yield: 96.3%. Yields the product C(C)(C)C1=C(CCl)C(=CC=C1)C (2-isopropyl-6-methylbenzylchloride). RXN SMILES: [CH:1]([C:4]1[CH:11]=[CH:10][CH:9]=[C:8]([CH3:12])[C:5]=1[CH2:6]O)([CH3:3])[CH3:2].S(Cl)([Cl:15])=O>C(Cl)Cl>[CH:1]([C:4]1[CH:11]=[CH:10][CH:9]=[C:8]([CH3:12])[C:5]=1[CH2:6][Cl:15])([CH3:3])[CH3:2].